This data is from the Open Reaction Database (ORD), a public repository of structured organic reaction records. The task is: describe an organic reaction: reactants, conditions, products, and yield Starting materials: NC=1C=CC(=C(C1)[C@]1(N=C(OC[C@@H]1F)N)C)F ((4R,5R)-4-(5-amino-2-fluoro-phenyl)-5-fluoro-4-methyl-5,6-dihydro-4H-[1,3]oxazin-2-ylamine), FC(C=1C=CC(=NC1)C(=O)O)F (5-difluoromethyl-pyridine-2-carboxylic acid). The product is NC=1OC[C@@H]([C@@](N1)(C)C=1C=C(C=CC1F)NC(=O)C1=NC=C(C=C1)C(F)F)F (5-Difluoromethyl-pyridine-2-carboxylic acid [3-((4R,5R)-2-amino-5-fluoro-4-methyl-5,6-dihydro-4H-[1,3]oxazin-4-yl)-4-fluoro-phenyl]-amide). As a reaction SMILES: [NH2:1][C:2]1[CH:3]=[CH:4][C:5]([F:17])=[C:6]([C@:8]2([CH3:16])[C@@H:13]([F:14])[CH2:12][O:11][C:10]([NH2:15])=[N:9]2)[CH:7]=1.[F:18][CH:19]([F:29])[C:20]1[CH:21]=[CH:22][C:23]([C:26](O)=[O:27])=[N:24][CH:25]=1>>[NH2:15][C:10]1[O:11][CH2:12][C@H:13]([F:14])[C@:8]([C:6]2[CH:7]=[C:2]([NH:1][C:26]([C:23]3[CH:22]=[CH:21][C:20]([CH:19]([F:29])[F:18])=[CH:25][N:24]=3)=[O:27])[CH:3]=[CH:4][C:5]=2[F:17])([CH3:16])[N:9]=1. Reported procedure: The condensation of (4R,5R)-4-(5-amino-2-fluoro-phenyl)-5-fluoro-4-methyl-5,6-dihydro-4H-[1,3]oxazin-2-ylamine (intermediate A8.2) and 5-difluoromethyl-pyridine-2-carboxylic acid following procedure I yielded the title compound as a white foam. MS (ISP): m/z=397.3 [M+H]+. Reactants: ClC1=NC2=CC=C(C=C2C(=N1)Cl)Cl (2,4,6-trichloroquinazoline), O1CC(C1)(CN)CN (oxetane-3,3-diyldimethanamine), S1(CCNCC2=C1C=CC=C2)(=O)=O (2,3,4,5-tetrahydro-1,4-benzothiazepine 1,1-dioxide). The product is NCC1(COC1)CNC1=NC(=NC2=CC=C(C=C12)Cl)N1CCS(C2=C(C1)C=CC=C2)(=O)=O (N-{[3-(aminomethyl)oxetan-3-yl]methyl}-6-chloro-2-(1,1-dioxido-2,3-dihydro-1,4-benzothiazepin-4(5H)-yl)quinazolin-4-amine). As a reaction SMILES: Cl[C:2]1[N:11]=[C:10](Cl)[C:9]2[C:4](=[CH:5][CH:6]=[C:7]([Cl:13])[CH:8]=2)[N:3]=1.[O:14]1[CH2:17][C:16]([CH2:20][NH2:21])([CH2:18][NH2:19])[CH2:15]1.[S:22]1(=[O:34])(=[O:33])[C:28]2[CH:29]=[CH:30][CH:31]=[CH:32][C:27]=2[CH2:26][NH:25][CH2:24][CH2:23]1>>[NH2:19][CH2:18][C:16]1([CH2:20][NH:21][C:10]2[C:9]3[C:4](=[CH:5][CH:6]=[C:7]([Cl:13])[CH:8]=3)[N:3]=[C:2]([N:25]3[CH2:26][C:27]4[CH:32]=[CH:31][CH:30]=[CH:29][C:28]=4[S:22](=[O:34])(=[O:33])[CH2:23][CH2:24]3)[N:11]=2)[CH2:17][O:14][CH2:15]1. Procedure: The title compound was prepared in analogy to Example 56-1 in Scheme 23 by using 2,4,6-trichloroquinazoline, oxetane-3,3-diyldimethanamine and 2,3,4,5-tetrahydro-1,4-benzothiazepine 1,1-dioxide. MS obsd. (ESI+) [(M+H)+] 474, 1H NMR (400 MHz, CD3OD) δ ppm 7.99 (d, J=6.82 Hz, 1 H), 7.94 (d, J=2.53 Hz, 1 H), 7.88 (d, J=7.07 Hz, 1 H), 7.66-7.59 (m, 1 H), 7.52-7.42 (m, 2 H), 7.42-7.36 (m, 1 H), 5.21 (brs, 2 H), 4.69-4.56 (m, 5 H), 4.51 (d, J=6.32 Hz, 2 H), 4.05 (brs, 2 H), 3.52 (t, J=5.05 Hz, 2 H), 3... The reactants are CC(C(=O)OC)(C)N1CCC(CC1)=O (methyl 2-methyl-2-(4-oxo-1-piperidinyl)propanoate), FC(C1=CC=C(C=C1)C1=CC=C(C=C1)CN)(F)F ({[4′-(trifluoromethyl)-4-biphenylyl]methyl}amine), C(C)(=O)O (acetic acid), C(C)(=O)O[BH-](OC(C)=O)OC(C)=O.[Na+] (sodium triacetoxyborohydride), C([O-])([O-])=O.[Na+].[Na+] (sodium carbonate). Run in ClCCCl (DCE). Reaction conditions: time 17.5 hour. Product: CC(C(=O)OC)(C)N1CCC(CC1)NCC1=CC=C(C=C1)C1=CC=C(C=C1)C(F)(F)F (Methyl 2-methyl-2-[4-({[4′-(trifluoromethyl)-4-biphenylyl]methyl}amino)-1-piperidinyl]propanoate). Yield: 67.1%. As a reaction SMILES: [CH3:1][C:2]([N:8]1[CH2:13][CH2:12][C:11](=O)[CH2:10][CH2:9]1)([CH3:7])[C:3]([O:5][CH3:6])=[O:4].[F:15][C:16]([F:32])([F:31])[C:17]1[CH:22]=[CH:21][C:20]([C:23]2[CH:28]=[CH:27][C:26]([CH2:29][NH2:30])=[CH:25][CH:24]=2)=[CH:19][CH:18]=1.C(O)(=O)C.C(O[BH-](OC(=O)C)OC(=O)C)(=O)C.[Na+].C(=O)([O-])[O-].[Na+].[Na+]>ClCCCl>[CH3:1][C:2]([N:8]1[CH2:13][CH2:12][CH:11]([NH:30][CH2:29][C:26]2[CH:25]=[CH:24][C:23]([C:20]3[CH:21]=[CH:22][C:17]([C:16]([F:15])([F:31])[F:32])=[CH:18][CH:19]=3)=[CH:28][CH:27]=2)[CH2:10][CH2:9]1)([CH3:7])[C:3]([O:5][CH3:6])=[O:4] |f:3.4,5.6.7|. Procedure: A mixture of methyl 2-methyl-2-(4-oxo-1-piperidinyl)propanoate (Int. A3) (14.28 g, 1 equiv), {[4′-(trifluoromethyl)-4-biphenylyl]methyl}amine (Int. A1) (19.6 g, 0.85 equiv), DCE (300 ml), acetic acid (3.8 ml, 0.90 equiv) and sodium triacetoxyborohydride (20.7 g, 1.25 equiv) was stirred at room temperature under nitrogen for 17.5 h. Aqueous sodium carbonate (2M solution, excess) was added and stirred for 4 h, then the mixture was extracted with a mixture of diethyl ether and THF. The organic extr... Reactants: ClC1=CC=C(C=C1)C1N(C(C=2NN=C(C21)C)=O)C2=CN(C(C(=C2)C)=O)C (4-(4-chlorophenyl)-5-(1,5-dimethyl-6-oxo-1,6-dihydropyridin-3-yl)-3-methyl-4,5-dihydropyrrolo[3,4-c]pyrazol-6(1H)-one), [H-].[Na+] (NaH), IC1COC1 (3-Iodooxetane). Solvent: CN(C)C=O (DMF). Reaction conditions: time 30 minute. The product is ClC1=CC=C(C=C1)C1N(C(C=2N(N=C(C21)C)C2COC2)=O)C2=CN(C(C(=C2)C)=O)C (4-(4-chlorophenyl)-5-(1,5-dimethyl-6-oxo-1,6-dihydropyridin-3-yl)-3-methyl-1-(oxetan-3-yl)-4,5-dihydropyrrolo[3,4-c]pyrazol-6(1H)-one). Yield: 23.4%. Reaction SMILES: [Cl:1][C:2]1[CH:7]=[CH:6][C:5]([CH:8]2[C:15]3[C:14]([CH3:16])=[N:13][NH:12][C:11]=3[C:10](=[O:17])[N:9]2[C:18]2[CH:23]=[C:22]([CH3:24])[C:21](=[O:25])[N:20]([CH3:26])[CH:19]=2)=[CH:4][CH:3]=1.[H-].[Na+].I[CH:30]1[CH2:33][O:32][CH2:31]1>CN(C=O)C>[Cl:1][C:2]1[CH:7]=[CH:6][C:5]([CH:8]2[C:15]3[C:14]([CH3:16])=[N:13][N:12]([CH:30]4[CH2:33][O:32][CH2:31]4)[C:11]=3[C:10](=[O:17])[N:9]2[C:18]2[CH:23]=[C:22]([CH3:24])[C:21](=[O:25])[N:20]([CH3:26])[CH:19]=2)=[CH:4][CH:3]=1 |f:1.2|. Procedure details: To a stirred solution of 4-(4-chlorophenyl)-5-(1,5-dimethyl-6-oxo-1,6-dihydropyridin-3-yl)-3-methyl-4,5-dihydropyrrolo[3,4-c]pyrazol-6(1H)-one (Example 27) (100 mg, 0.271 mmol) in DMF (3 mL) was added under Ar NaH (13.01 mg, 0.325 mmol) at 0° C. The reaction mixture was stirred for 30 min at rt. 3-Iodooxetane (0.030 mL, 0.352 mmol) was added. The reaction mixture was stirred for 30 min at rt, quenched with a saturated aqueous solution of sodium bicarbonate (75 mL), and extracted with EtOAc (2×75...